From a dataset of the Open Reaction Database (ORD), a public repository of structured organic reaction records. describe an organic reaction: reactants, conditions, products, and yield Reactants: CSC1=NC2(CC(c3ccc(Cl)cc3)Oc3ccc(Br)cc32)C(=O)N1C, CCO, N. Product: CN1C(=O)C2(CC(c3ccc(Cl)cc3)Oc3ccc(Br)cc32)N=C1N. As a reaction SMILES: [Br:1][c:2]1[cH:3][c:4]2[c:9]([cH:10][cH:11]1)[O:8][CH:7]([c:12]1[cH:13][cH:14][c:15]([Cl:18])[cH:16][cH:17]1)[CH2:6][C:5]21[N:19]=[C:20]([S:25][CH3:26])[N:21]([CH3:24])[C:22]1=[O:23].[CH3:28][CH2:29][OH:30].[NH3:27]>>[Br:1][c:2]1[cH:3][c:4]2[c:9]([cH:10][cH:11]1)[O:8][CH:7]([c:12]1[cH:13][cH:14][c:15]([Cl:18])[cH:16][cH:17]1)[CH2:6][C:5]21[N:19]=[C:20]([NH2:27])[N:21]([CH3:24])[C:22]1=[O:23]. Reactants: ClC1=NN(C=C1NC)C=1C=NC=CC1 (3-chloro-N-methyl-1-(pyridin-3-yl)-1H-pyrazol-4-amine), C(C)(C)(C)OC(=O)N[C@H]1C[C@H](CC1)C(=O)O ((1S,3R)-3-((tert-butoxycarbonyl)amino)cyclopentanecarboxylic acid), 0-(7-azabenzotriazol-1-yl)-N,N,N′,N′-tetramethyl uronium hexafluorophosphate, CN1CCOCC1 (4-methylmorpholine). Run in CN(C)C=O (DMF), CCOC(=O)C (EtOAc), O (water). Run at time 8 hour. Yields the product C(C)(C)(C)OC(N[C@H]1CC[C@H](C1)C(N(C)C=1C(=NN(C1)C=1C=NC=CC1)Cl)=O)=O (tert-butyl((1S,4R)-4-((3-chloro-1-(pyridin-3-yl)-1H-pyrazol-4-yl)(methyl)carbamoyl)cyclopentan-1-yl)carbamate), oil. Isolated yield 39.0%. As a reaction SMILES: [Cl:1][C:2]1[C:6]([NH:7][CH3:8])=[CH:5][N:4]([C:9]2[CH:10]=[N:11][CH:12]=[CH:13][CH:14]=2)[N:3]=1.[C:15]([O:19][C:20]([NH:22][C@@H:23]1[CH2:27][CH2:26][C@H:25]([C:28]([OH:30])=O)[CH2:24]1)=[O:21])([CH3:18])([CH3:17])[CH3:16].CN1CCOCC1>CN(C=O)C.CCOC(C)=O.O>[C:15]([O:19][C:20](=[O:21])[NH:22][C@@H:23]1[CH2:24][C@H:25]([C:28](=[O:30])[N:7]([C:6]2[C:2]([Cl:1])=[N:3][N:4]([C:9]3[CH:10]=[N:11][CH:12]=[CH:13][CH:14]=3)[CH:5]=2)[CH3:8])[CH2:26][CH2:27]1)([CH3:16])([CH3:17])[CH3:18]. Procedure details: To a solution of 3-chloro-N-methyl-1-(pyridin-3-yl)-1H-pyrazol-4-amine (0.109 g, 0.523 mmol) and (1S,3R)-3-((tert-butoxycarbonyl)amino)cyclopentanecarboxylic acid (0.120 g, 0.523 mmol) in DMF (2.09 mL) was added 0-(7-azabenzotriazol-1-yl)-N,N,N′,N′-tetramethyl uronium hexafluorophosphate (HATU, 0.219 g, 0.576 mmol) to give a brown solution. To this solution was added 4-methylmorpholine (0.115 mL, 1.05 mmol). The reaction was stirred at room temperature overnight. The material was diluted with Et... Starting materials: C(C)(=O)N(C1=C(C=CC=C1C1CCCC1)S(=O)(=O)O)C(C)=O (2-(diacetylamino)-3-cyclopentylbenzenesulphonic acid), P(Cl)(Cl)(Cl)(Cl)Cl (phosphorus pentachloride). Solvent: ClCCl (dichloromethane). Product: C(C)(=O)N(C1=C(C=CC=C1C1CCCC1)S(=O)(=O)Cl)C(C)=O (2-(diacetylamino)-3-cyclopentylbenzenesulphonyl chloride). RXN SMILES: [C:1]([N:4]([C:20](=[O:22])[CH3:21])[C:5]1[C:10]([CH:11]2[CH2:15][CH2:14][CH2:13][CH2:12]2)=[CH:9][CH:8]=[CH:7][C:6]=1[S:16](O)(=[O:18])=[O:17])(=[O:3])[CH3:2].P(Cl)(Cl)(Cl)(Cl)[Cl:24]>ClCCl>[C:1]([N:4]([C:20](=[O:22])[CH3:21])[C:5]1[C:10]([CH:11]2[CH2:15][CH2:14][CH2:13][CH2:12]2)=[CH:9][CH:8]=[CH:7][C:6]=1[S:16]([Cl:24])(=[O:18])=[O:17])(=[O:3])[CH3:2]. Reported procedure: A solution of 1.55 g (3.6 mmol) of 2-(diacetylamino)-3-cyclopentylbenzenesulphonic acid and 1.12 g (5.4 mmol) of phosphorus pentachloride in 10 ml of dichloromethane is heated at the reflux temperature for 2.5 hours, and the reaction medium is then concentrated under reduced pressure. The residue thus obtained is purified by chromatography on a column of florisil™, eluting with dichloromethane. Reactants: CC(C)N(C[C@@H]1OC1)S(=O)(=O)C ((S)-N-(1-methylethyl)-N-(methylsulfonyl)oxiranemethaneamine), C(C1=CC=CC=C1)OC1=CC=C(C=C1)O (4-benzyloxyphenol), CC(C)([O-])C.[K+] (potassium t-butoxide). The solvent is [OH-].[Na+] (sodium hydroxide), CO (methanol), [OH-].[Na+] (sodium hydroxide). Yields the product C(C1=CC=CC=C1)OC1=CC=C(OC[C@H](CN(S(=O)(=O)C)C(C)C)O)C=C1 ((S)-1-(4-benzyloxyphenoxy)-3-[N-mesyl-(1-methylethyl)amino]-2-propanol). Yield: 88.7%. RXN SMILES: [CH3:1][CH:2]([N:4]([S:9]([CH3:12])(=[O:11])=[O:10])[CH2:5][C@H:6]1[CH2:8][O:7]1)[CH3:3].[CH2:13]([O:20][C:21]1[CH:26]=[CH:25][C:24]([OH:27])=[CH:23][CH:22]=1)[C:14]1[CH:19]=[CH:18][CH:17]=[CH:16][CH:15]=1.CC(C)([O-])C.[K+]>CO.[OH-].[Na+]>[CH2:13]([O:20][C:21]1[CH:22]=[CH:23][C:24]([O:27][CH2:8][C@@H:6]([OH:7])[CH2:5][N:4]([CH:2]([CH3:3])[CH3:1])[S:9]([CH3:12])(=[O:11])=[O:10])=[CH:25][CH:26]=1)[C:14]1[CH:15]=[CH:16][CH:17]=[CH:18][CH:19]=1 |f:2.3,5.6|. Procedure: To a solution of (S)-N-(1-methylethyl)-N-(methylsulfonyl)oxiranemethaneamine (86.98 g) and 4-benzyloxyphenol (100 g) in 100 ml methanol was added potassium t-butoxide (5.04 g) and the mixture was stirred under reflux for 16 hours, whereupon 150 ml 2N sodium hydroxide was added and the reaction turned to a solid mass. It was diluted further with 1 L 1N sodium hydroxide solution and stirred for 1 hour to digest the solids which were then removed by filtration, washed with 1N sodium hydroxide and w...